From a dataset of the Open Reaction Database (ORD), a public repository of structured organic reaction records. describe an organic reaction: reactants, conditions, products, and yield Reactants: COc1ccc(C(C)N2CCCC2c2cncc(Br)c2)cc1, O=C([O-])[O-], CN1CCCC1=O, CCOC(C)=O, [Cs+], [Cs+], Oc1ccc(F)cc1. Yields the product COc1ccc(C(C)N2CCCC2c2cncc(Oc3ccc(F)cc3)c2)cc1. As a reaction SMILES: [Br:1][c:2]1[cH:3][n:4][cH:5][c:6]([CH:8]2[N:9]([CH:13]([CH3:14])[c:15]3[cH:16][cH:17][c:18]([O:21][CH3:22])[cH:19][cH:20]3)[CH2:10][CH2:11][CH2:12]2)[cH:7]1.[C:31](=[O:32])([O-:33])[O-:34].[CH3:37][N:38]1[CH2:39][CH2:40][CH2:41][C:42]1=[O:43].[CH3:44][CH2:45][O:46][C:47]([CH3:48])=[O:49].[Cs+:35].[Cs+:36].[F:23][c:24]1[cH:25][cH:26][c:27]([OH:30])[cH:28][cH:29]1>>[c:2]1([O:30][c:27]2[cH:26][cH:25][c:24]([F:23])[cH:29][cH:28]2)[cH:3][n:4][cH:5][c:6]([CH:8]2[N:9]([CH:13]([CH3:14])[c:15]3[cH:16][cH:17][c:18]([O:21][CH3:22])[cH:19][cH:20]3)[CH2:10][CH2:11][CH2:12]2)[cH:7]1. Starting materials: C(C)OC(C(C(C)SC(C)=O)CC=1C=NC(=CC1)NC(=O)OC(C)(C)C)=O (3-acetylsulfanyl-2-(6-tert-butoxycarbonylamino-pyridin-3-ylmethyl)-butyric acid ethyl ester). Run in Cl (HCl). The product is NC1=CC=C(C=N1)CC(C(=O)O)C(C)S (2-(6-Amino-pyridin-3-ylmethyl)-3-mercapto-butyric acid). As a reaction SMILES: C([O:3][C:4](=[O:27])[CH:5]([CH2:12][C:13]1[CH:14]=[N:15][C:16]([NH:19]C(OC(C)(C)C)=O)=[CH:17][CH:18]=1)[CH:6]([S:8]C(=O)C)[CH3:7])C>Cl>[NH2:19][C:16]1[N:15]=[CH:14][C:13]([CH2:12][CH:5]([CH:6]([SH:8])[CH3:7])[C:4]([OH:27])=[O:3])=[CH:18][CH:17]=1. Procedure details: A solution of 3-acetylsulfanyl-2-(6-tert-butoxycarbonylamino-pyridin-3-ylmethyl)-butyric acid ethyl ester/A (45 mg; 0.11 mmol) in concentrated HCl (2 mL) was refluxed under argon for 1 hour. The reaction mixture was allowed to cool to room temperature and concentrated under reduced pressure to afford 28.4 mg of the title compound as the hydrochloride salt. RXN SMILES: [Cl:14][c:15]1[cH:16][c:17]([C:30](=[O:31])[O:32][CH3:33])[c:18]([NH:21][C:22]([CH2:23][O:24][CH2:25][C:26](=[O:27])[OH:28])=[O:29])[cH:19][cH:20]1.[ClH:1].[o:2]1[c:3](-[c:7]2[cH:8][c:9]([NH2:10])[cH:11][cH:12][cH:13]2)[cH:4][cH:5][cH:6]1>>[o:2]1[c:3](-[c:7]2[cH:8][c:9]([NH:10][C:26]([CH2:25][O:24][CH2:23][C:22]([NH:21][c:18]3[c:17]([C:30](=[O:31])[O:32][CH3:33])[cH:16][c:15]([Cl:14])[cH:20][cH:19]3)=[O:29])=[O:27])[cH:11][cH:12][cH:13]2)[cH:4][cH:5][cH:6]1. The reactants are COC(=O)c1cc(Cl)ccc1NC(=O)COCC(=O)O, Cl, Nc1cccc(-c2ccco2)c1. The product is COC(=O)c1cc(Cl)ccc1NC(=O)COCC(=O)Nc1cccc(-c2ccco2)c1. Reactants: O=C1CCC2=C(C=CC=C12)COC1=C(C(=O)O)C=CC=N1 (2-(1-Oxo-indan-4-ylmethoxy)-nicotinic acid), NCC1=CC=C(C=C1)C(C)(C)O (2-(4-Aminomethyl-phenyl)-propan-2-ol), O.ON1N=NC2=C1C=CC=C2 (1-hydroxybenzotriazole hydrate), Cl.C(C)N=C=N (3-ethylcarbodiimide hydrochloride), CN(C=O)C (dimethylformamide). Run in O (water). The product is OC(C)(C)C1=CC=C(CNC(C2=C(N=CC=C2)OC2=C3CCC(C3=CC=C2)=O)=O)C=C1 (N-[4-(1-Hydroxy-1-methyl-ethyl)-benzyl]-2-(1-oxo-indan-4-yloxy)-nicotinamide). As a reaction SMILES: [O:1]=[C:2]1[C:10]2[C:5](=[C:6](COC3N=CC=CC=3C(O)=O)[CH:7]=[CH:8][CH:9]=2)[CH2:4][CH2:3]1.[NH2:22][CH2:23][C:24]1[CH:29]=[CH:28][C:27]([C:30]([OH:33])([CH3:32])[CH3:31])=[CH:26][CH:25]=1.[OH2:34].O[N:36]1[C:40]2[CH:41]=[CH:42][CH:43]=[CH:44]C=2N=N1.Cl.C(N=C=N)C.CN(C)[CH:53]=[O:54]>O>[OH:33][C:30]([C:27]1[CH:28]=[CH:29][C:24]([CH2:23][NH:22][C:53](=[O:54])[C:41]2[CH:42]=[CH:43][CH:44]=[N:36][C:40]=2[O:34][C:6]2[CH:7]=[CH:8][CH:9]=[C:10]3[C:5]=2[CH2:4][CH2:3][C:2]3=[O:1])=[CH:25][CH:26]=1)([CH3:31])[CH3:32] |f:2.3,4.5|. Reported procedure: To a solution of 2-(1-Oxo-indan-4-ylmethoxy)-nicotinic acid (0.220 grams, 0.818 mmole), 2-(4-Aminomethyl-phenyl)-propan-2-ol (0.128 grams, 0.779 mmole), and 1-hydroxybenzotriazole hydrate (0.116 grams, 0.857 mmole) in dry dimethylformamide (30 ml) was added 1-(3-dimethylamino)-propyl)-3-ethylcarbodiimide hydrochloride (0.1795 grams, 0.935 mmole) and stirred over night. The mixture was diluted with water and extracted with ethyl acetate. The combined extracts were washed with water and brine, dri...